This data is from the Open Reaction Database (ORD), a public repository of structured organic reaction records. The task is: describe an organic reaction: reactants, conditions, products, and yield The product is O=C(COc1ccc(Cl)cc1Cl)C(=C1SCCCN1Cl)[N+](=O)[O-]. The reactants are ClC(Cl)(Cl)Cl, ClCCl, O=C(COc1ccc(Cl)cc1Cl)C(=C1NCCCS1)[N+](=O)[O-], O=C1CCC(=O)N1Cl. As a reaction SMILES: [C:31]([Cl:32])([Cl:33])([Cl:34])[Cl:35].[CH2:36]([Cl:37])[Cl:38].[Cl:1][c:2]1[c:3]([O:4][CH2:5][C:6]([C:7](=[C:8]2[S:9][CH2:10][CH2:11][CH2:12][NH:13]2)[N+:14](=[O:15])[O-:16])=[O:17])[cH:18][cH:19][c:20]([Cl:22])[cH:21]1.[Cl:23][N:24]1[C:25](=[O:26])[CH2:27][CH2:28][C:29]1=[O:30]>>[Cl:1][c:2]1[c:3]([O:4][CH2:5][C:6]([C:7](=[C:8]2[S:9][CH2:10][CH2:11][CH2:12][N:13]2[Cl:23])[N+:14](=[O:15])[O-:16])=[O:17])[cH:18][cH:19][c:20]([Cl:22])[cH:21]1.